Dataset: the Open Reaction Database (ORD), a public repository of structured organic reaction records. Task: describe an organic reaction: reactants, conditions, products, and yield Starting materials: C[C@H]1[C@H](N(CCC1)C(=O)C1=C(C=CC(=C1)C)C=1C=NN(C1)C)CNC1=NC=C(C=C1)C(F)(F)F (((2S,3R)-3-methyl-2-(((5-(trifluoromethyl)pyridin-2-yl)amino)methyl)piperidin-1-yl)(5-methyl-2-(1-methyl-1H-pyrazol-4-yl)phenyl)methanone), NC[C@H]1N(CCC[C@H]1C)C(=O)C1=C(C=CC(=C1)C)C1=NC=CC=C1 (((2S,3R)-2-(aminomethyl)-3-methylpiperidin-1-yl)(5-methyl-2-(pyridin-2-yl)phenyl)methanone), ClC1=NC=C(C#N)C=C1 (6-chloronicotinonitrile). The product is C[C@H]1[C@H](N(CCC1)C(C1=C(C=CC(=C1)C)C1=NC=CC=C1)=O)CNC1=NC=C(C#N)C=C1 (6-((((2S,3R)-3-Methyl-1-(5-methyl-2-(pyridin-2-yl)benzoyl)piperidin-2-yl)methyl)amino)nicotinonitrile). RXN SMILES: C[C@@H]1CCCN(C(C2C=C(C)C=CC=2C2C=NN(C)C=2)=O)[C@@H]1CNC1C=CC(C(F)(F)F)=CN=1.[NH2:35][CH2:36][C@@H:37]1[C@H:42]([CH3:43])[CH2:41][CH2:40][CH2:39][N:38]1[C:44]([C:46]1[CH:51]=[C:50]([CH3:52])[CH:49]=[CH:48][C:47]=1[C:53]1[CH:58]=[CH:57][CH:56]=[CH:55][N:54]=1)=[O:45].Cl[C:60]1[CH:67]=[CH:66][C:63]([C:64]#[N:65])=[CH:62][N:61]=1>>[CH3:43][C@@H:42]1[CH2:41][CH2:40][CH2:39][N:38]([C:44](=[O:45])[C:46]2[CH:51]=[C:50]([CH3:52])[CH:49]=[CH:48][C:47]=2[C:53]2[CH:58]=[CH:57][CH:56]=[CH:55][N:54]=2)[C@@H:37]1[CH2:36][NH:35][C:60]1[CH:67]=[CH:66][C:63]([C:64]#[N:65])=[CH:62][N:61]=1. Reported procedure: The title compound was synthesized following the same general protocol as described for ((2S,3R)-3-methyl-2-(((5-(trifluoromethyl)pyridin-2-yl)amino)methyl)piperidin-1-yl)(5-methyl-2-(1-methyl-1H-pyrazol-4-yl)phenyl)methanone in Example A1, using ((2S,3R)-2-(aminomethyl)-3-methylpiperidin-1-yl)(5-methyl-2-(pyridin-2-yl)phenyl)methanone and 6-chloronicotinonitrile. ESI-MS (m/z): 426 [M+1]+. Reactants: COc1cnc2c(Sc3ccc(N)cc3)ccnc2c1, CC(C)(C)[O-], CCc1cc(-c2ccc(C)cc2)nnc1Cl, [Na+], O=C(C=Cc1ccccc1)C=Cc1ccccc1, O=C(C=Cc1ccccc1)C=Cc1ccccc1, O=C(C=Cc1ccccc1)C=Cc1ccccc1, [Pd], [Pd]. Product: CCc1cc(-c2ccc(C)cc2)nnc1Nc1ccc(Sc2ccnc3cc(OC)cnc23)cc1. RXN SMILES: [CH3:1][O:2][c:3]1[cH:4][n:5][c:6]2[c:7]([S:13][c:14]3[cH:15][cH:16][c:17]([NH2:20])[cH:18][cH:19]3)[cH:8][cH:9][n:10][c:11]2[cH:12]1.[CH3:21][C:22]([CH3:23])([O-:24])[CH3:25].[Cl:27][c:28]1[n:29][n:30][c:31](-[c:36]2[cH:37][cH:38][c:39]([CH3:42])[cH:40][cH:41]2)[cH:32][c:33]1[CH2:34][CH3:35].[Na+:26].[O:45]=[C:46]([CH:47]=[CH:48][c:49]1[cH:50][cH:51][cH:52][cH:53][cH:54]1)[CH:55]=[CH:56][c:57]1[cH:58][cH:59][cH:60][cH:61][cH:62]1.[O:63]=[C:64]([CH:65]=[CH:66][c:67]1[cH:68][cH:69][cH:70][cH:71][cH:72]1)[CH:73]=[CH:74][c:75]1[cH:76][cH:77][cH:78][cH:79][cH:80]1.[O:81]=[C:82]([CH:83]=[CH:84][c:85]1[cH:86][cH:87][cH:88][cH:89][cH:90]1)[CH:91]=[CH:92][c:93]1[cH:94][cH:95][cH:96][cH:97][cH:98]1.[Pd:43].[Pd:44]>>[CH3:1][O:2][c:3]1[cH:4][n:5][c:6]2[c:7]([S:13][c:14]3[cH:15][cH:16][c:17]([NH:20][c:28]4[n:29][n:30][c:31](-[c:36]5[cH:37][cH:38][c:39]([CH3:42])[cH:40][cH:41]5)[cH:32][c:33]4[CH2:34][CH3:35])[cH:18][cH:19]3)[cH:8][cH:9][n:10][c:11]2[cH:12]1. Yields the product Cl.FC1=C(NC2=CN=NC3=CC(=CC=C23)OCCOC)C=C(C(=C1)C)O (4-(2-fluoro-5-hydroxy-4-methylanilino)-7-(2-methoxyethoxy)cinnoline hydrochloride). Run in CC(CCC)O (2-pentanol). Reported procedure: A solution of 4-chloro-7-(2-methoxyethoxy)cinnoline (156 mg, 0.65 mmol) and 2-fluoro-5-hydroxy-4-methylaniline (111 mg, 0.78 mmol), (prepared as described for the starting material in Example 11), in 2-pentanol (8 ml) and 5M isopropanolic hydrogen chloride (1 ml) was heated at 120° C. for 2.5 hours. The solid was filtered off, washed with isopropanol and then ether and dried under vacuum to give 4-(2-fluoro-5-hydroxy-4-methylanilino)-7-(2-methoxyethoxy)cinnoline hydrochloride (207 mg, 84%). The yield is 83.8%. As a reaction SMILES: [Cl:1][C:2]1[C:11]2[C:6](=[CH:7][C:8]([O:12][CH2:13][CH2:14][O:15][CH3:16])=[CH:9][CH:10]=2)[N:5]=[N:4][CH:3]=1.[F:17][C:18]1[CH:24]=[C:23]([CH3:25])[C:22]([OH:26])=[CH:21][C:19]=1[NH2:20].Cl>CC(O)CCC>[ClH:1].[F:17][C:18]1[CH:24]=[C:23]([CH3:25])[C:22]([OH:26])=[CH:21][C:19]=1[NH:20][C:2]1[C:11]2[C:6](=[CH:7][C:8]([O:12][CH2:13][CH2:14][O:15][CH3:16])=[CH:9][CH:10]=2)[N:5]=[N:4][CH:3]=1 |f:4.5|. Reactants: ClC1=CN=NC2=CC(=CC=C12)OCCOC (4-chloro-7-(2-methoxyethoxy)cinnoline), FC1=C(N)C=C(C(=C1)C)O (2-fluoro-5-hydroxy-4-methylaniline), Cl (hydrogen chloride). Reactants: [Al+3], N#Cc1ccc(C(=O)Cl)cc1, CCCCCCCc1ccccc1, [Cl-], [Cl-], [Cl-], Cl. The product is CCCCCCCc1ccc(C(=O)c2ccc(C#N)cc2)cc1. As a reaction SMILES: [Al+3:13].[C:1](#[N:2])[c:3]1[cH:4][cH:5][c:6]([C:7](=[O:8])[Cl:9])[cH:10][cH:11]1.[CH2:17]([CH2:18][CH2:19][CH2:20][CH2:21][CH2:22][CH3:23])[c:24]1[cH:25][cH:26][cH:27][cH:28][cH:29]1.[Cl-:12].[Cl-:14].[Cl-:15].[ClH:16]>>[C:1](#[N:2])[c:3]1[cH:4][cH:5][c:6]([C:7](=[O:8])[c:27]2[cH:26][cH:25][c:24]([CH2:17][CH2:18][CH2:19][CH2:20][CH2:21][CH2:22][CH3:23])[cH:29][cH:28]2)[cH:10][cH:11]1. Reactants: C(C1=CC=CC=C1)(=O)C1=CC2=C(N=C[Se]2=O)C=C1 (6-benzoylbenzoselenazolinone). The solvent is [OH-].[Na+] (sodium hydroxide). Reaction conditions: time 2 hour. Product: NC1=C(C=C(C=C1)C(C1=CC=CC=C1)=O)[Se][Se]C1=C(C=CC(=C1)C(C1=CC=CC=C1)=O)N (BIS(2-AMINO-5-BENZOYLPHENYL) DISELENIDE). Reaction SMILES: [C:1]([C:9]1[CH:18]=[CH:17][C:12]2[N:13]=C[Se:15](=O)[C:11]=2[CH:10]=1)(=[O:8])[C:2]1[CH:7]=[CH:6][CH:5]=[CH:4][CH:3]=1>[OH-].[Na+]>[NH2:13][C:12]1[CH:17]=[CH:18][C:9]([C:1](=[O:8])[C:2]2[CH:7]=[CH:6][CH:5]=[CH:4][CH:3]=2)=[CH:10][C:11]=1[Se:15][Se:15][C:11]1[CH:10]=[C:9]([C:1](=[O:8])[C:2]2[CH:7]=[CH:6][CH:5]=[CH:4][CH:3]=2)[CH:18]=[CH:17][C:12]=1[NH2:13] |f:1.2|. Procedure details: 1.5 g (0.005 mol) of 6-benzoylbenzoselenazolinone are introduced together with 20 cm3 of 10% sodium hydroxide into a ground-necked flask. The mixture is heated to reflux with stirring for two hours. After cooling, the reaction medium is neutralized. The precipitate is drained, washed with water and dried and the product is recrystallized in toluene. Starting materials: BrC(C1=C(C=C(C=C1F)C12OCC(CO1)(CO2)CCC)F)(F)F (1-(4-(bromodifluoro-methyl)-3,5-difluorophenyl)-4-propyl-2,6,7-trioxabicyclo[2.2.2]octane), FC=1C=C(C=C(C1F)F)O (3,4,5-trifluorophenol), C([O-])([O-])=O.[K+].[K+] (potassium carbonate). Reagents/catalysts: [Br-].C(CCC)[P+](CCCC)(CCCC)CCCC (tetrabutylphosphonium bromide). Solvent: CCCCCCC (n-heptane), O (H2O), O (water), C1(=CC=CC=C1)C (toluene). Run at temperature 83.5 celsius. Yields the product FC(C1=C(C=C(C=C1F)C12OCC(CO1)(CO2)CCC)F)(OC2=CC(=C(C(=C2)F)F)F)F (1-(4-(difluoro(3,4,5-trifluorophenoxy)methyl)-3,5-difluorophenyl)-4-propyl-2,6,7-trioxabicyclo[2.2.2]octane). Yield: 50.4%. RXN SMILES: Br[C:2]([F:23])([F:22])[C:3]1[C:8]([F:9])=[CH:7][C:6]([C:10]23[O:17][CH2:16][C:13]([CH2:18][CH2:19][CH3:20])([CH2:14][O:15]2)[CH2:12][O:11]3)=[CH:5][C:4]=1[F:21].[F:24][C:25]1[CH:26]=[C:27]([OH:33])[CH:28]=[C:29]([F:32])[C:30]=1[F:31].C(=O)([O-])[O-].[K+].[K+]>[Br-].C([P+](CCCC)(CCCC)CCCC)CCC.O.C1(C)C=CC=CC=1.CCCCCCC>[F:22][C:2]([F:23])([O:33][C:27]1[CH:26]=[C:25]([F:24])[C:30]([F:31])=[C:29]([F:32])[CH:28]=1)[C:3]1[C:8]([F:9])=[CH:7][C:6]([C:10]23[O:17][CH2:16][C:13]([CH2:18][CH2:19][CH3:20])([CH2:14][O:15]2)[CH2:12][O:11]3)=[CH:5][C:4]=1[F:21] |f:2.3.4,5.6|. Procedure: In a reactor under an N2-atmosphere, 10.0 g (25.1 mmol) 1-(4-(bromodifluoro-methyl)-3,5-difluorophenyl)-4-propyl-2,6,7-trioxabicyclo[2.2.2]octane, 4.5 g (30 mmol) of 3,4,5-trifluorophenol, 3.5 g (25 mmol) of potassium carbonate, 2.6 g (7.5 mmol) of tetrabutylphosphonium bromide, 50 ml of H2O and 5 ml of n-heptane were added, and the mixture was refluxed at 82-85° C. for 10 hours. After being cooled to room temperature, the mixture was added with 100 ml of toluene and 100 ml of water, the organic...